Dataset: the Open Reaction Database (ORD), a public repository of structured organic reaction records. Task: describe an organic reaction: reactants, conditions, products, and yield Yields the product C1(CCCC1)C(=O)N1CC(CC(C1)C1=NC(=NO1)C)C1=CC=C(C=C1)CC (1-(Cyclopentylcarbonyl)-3-(4-ethylphenyl)-5-(3-methyl-1,2,4-oxadiazol-5-yl)piperidine). Reported procedure: 66 mg (0.20 mmol) of 1-(cyclopentylcarbonyl)-5-(4-ethylphenyl)piperidine-3-carboxylic acid (Example 7A) and 24 mg (0.22 mmol, 1.1 eq.) of N′-hydroxyethanimidamide were reacted according to the General Method 1. Yield: 58 mg (79% of theory) The reactants are C1(CCCC1)C(=O)N1CC(CC(C1)C1=CC=C(C=C1)CC)C(=O)O (1-(cyclopentylcarbonyl)-5-(4-ethylphenyl)piperidine-3-carboxylic acid), ON=C(C)N (N′-hydroxyethanimidamide). RXN SMILES: [CH:1]1([C:6]([N:8]2[CH2:13][CH:12]([C:14]3[CH:19]=[CH:18][C:17]([CH2:20][CH3:21])=[CH:16][CH:15]=3)[CH2:11][CH:10]([C:22]([OH:24])=O)[CH2:9]2)=[O:7])[CH2:5][CH2:4][CH2:3][CH2:2]1.O[N:26]=[C:27]([NH2:29])[CH3:28]>>[CH:1]1([C:6]([N:8]2[CH2:9][CH:10]([C:22]3[O:24][N:29]=[C:27]([CH3:28])[N:26]=3)[CH2:11][CH:12]([C:14]3[CH:19]=[CH:18][C:17]([CH2:20][CH3:21])=[CH:16][CH:15]=3)[CH2:13]2)=[O:7])[CH2:2][CH2:3][CH2:4][CH2:5]1. The reactants are ( 7 ), FC1=C(C=CC=C1C(F)(F)F)C=1CCNCC1 (4-[2-fluoro-3-(trifluoromethyl)phenyl]-1,2,3,6-tetrahydropyridine), ( 5 ), Cl (hydrochloric acid), ( 8 ). Reagents/catalysts: [Pd] (palladium on carbon). Run in CO (methanol). The product is FC1=C(C=CC=C1C(F)(F)F)C1CCNCC1 (4-[2-FLUORO-3-(TRIFLUOROMETHYL)PHENYL]PIPERIDINE). Reaction SMILES: [F:1][C:2]1[C:7]([C:8]([F:11])([F:10])[F:9])=[CH:6][CH:5]=[CH:4][C:3]=1[C:12]1[CH2:13][CH2:14][NH:15][CH2:16][CH:17]=1.Cl>[Pd].CO>[F:1][C:2]1[C:7]([C:8]([F:9])([F:10])[F:11])=[CH:6][CH:5]=[CH:4][C:3]=1[CH:12]1[CH2:17][CH2:16][NH:15][CH2:14][CH2:13]1. Procedure: Preparation according to preparation 18: 4-[2-fluoro-3-(trifluoromethyl)phenyl]-1,2,3,6-tetrahydropyridine (4.2 g, 17.1 mmol), methanol (20 ml), palladium on carbon (0.42 g) and hydrochloric acid (0.2 ml, conc). Yield: 1.8 g. MS m/z (relative intensity, 70 eV) 247 (M+, 22), 190 (8), 177 (5), 169 (7) 56 (bp). Starting materials: FC(S(=O)(=O)OC1=NC=C(C(=C1)C)N1C(O[C@]2(C1)C[C@@](CCC2)(C)CN2C=NC1=C2C=C(C=C1)C#N)=O)(F)F (5-((5S,7S)-7-((6-cyano-1H-benzo[d]imidazol-1-yl)methyl)-7-methyl-2-oxo-1-oxa-3-azaspiro[4.5]decan-3-yl)-4-methylpyridin-2-yl trifluoromethanesulfonate), N1CCOCC1 (morpholine), CS(=O)C (Dimethyl Sulfoxide). Run at temperature 100 celsius. The product is C(=O)(C(F)(F)F)O (TFA), C[C@]1(C[C@]2(CN(C(O2)=O)C=2C=NC(=CC2C)N2CCOCC2)CCC1)CN1C=NC2=C1C=C(C=C2)C#N (1-(((5S,7S)-7-methyl-3-(4-methyl-6-morpholinopyridin-3-yl)-2-oxo-1-oxa-3-azaspiro[4.5]decan-7-yl)methyl)-1H-benzo[d]imidazole-6-carbonitrile). Yield: 46.0%. Reaction SMILES: [F:1][C:2]([F:39])([F:38])S(O[C:7]1[CH:12]=[C:11]([CH3:13])[C:10]([N:14]2[CH2:18][C@@:17]3([CH2:23][CH2:22][CH2:21][C@@:20]([CH2:25][N:26]4[C:30]5[CH:31]=[C:32]([C:35]#[N:36])[CH:33]=[CH:34][C:29]=5[N:28]=[CH:27]4)([CH3:24])[CH2:19]3)[O:16][C:15]2=[O:37])=[CH:9][N:8]=1)(=O)=O.[NH:40]1[CH2:45][CH2:44][O:43][CH2:42][CH2:41]1.CS(C)=[O:48]>>[C:44]([OH:43])([C:2]([F:1])([F:38])[F:39])=[O:48].[CH3:24][C@:20]1([CH2:25][N:26]2[C:30]3[CH:31]=[C:32]([C:35]#[N:36])[CH:33]=[CH:34][C:29]=3[N:28]=[CH:27]2)[CH2:21][CH2:22][CH2:23][C@:17]2([O:16][C:15](=[O:37])[N:14]([C:10]3[CH:9]=[N:8][C:7]([N:40]4[CH2:45][CH2:44][O:43][CH2:42][CH2:41]4)=[CH:12][C:11]=3[CH3:13])[CH2:18]2)[CH2:19]1. Reported procedure: A mixture of 5-((5S,7S)-7-((6-cyano-1H-benzo[d]imidazol-1-yl)methyl)-7-methyl-2-oxo-1-oxa-3-azaspiro[4.5]decan-3-yl)-4-methylpyridin-2-yl trifluoromethanesulfonate (100 mg, 0.177 mmol) and morpholine (0.077 mL, 0.887 mmol) in Dimethyl Sulfoxide (DMSO) (1.5 mL) was heated in the microwave for 35 minutes at 100° C. The solution was purified by reverse phase HPLC (Waters Sunfire 30×150 mm Acetonitrile: Water 0.1% TFA 10-50%, 50 mL/min, 15 min) to afford the bis-TFA salt of 1-(((5S,7S)-7-methyl-3-(4... Reactants: ClC=1C=C(C=2N(N1)C=CN2)C=2C=NC=CC2C (6-chloro-8-(4-methylpyridin-3-yl)imidazo[1,2-b]pyridazine), C(=O)[O-].[NH4+] (ammonium formate). Reagents/catalysts: [OH-].[OH-].[Pd+2] (palladium hydroxide on carbon). The solvent is C(C)O (ethanol). Run at temperature 70 celsius. Product: CC1=C(C=NC=C1)C=1C=2N(N=CC1)C=CN2 (8-(4-Methylpyridin-3-yl)imidazo[1,2-b]pyridazine). As a reaction SMILES: Cl[C:2]1[CH:3]=[C:4]([C:11]2[CH:12]=[N:13][CH:14]=[CH:15][C:16]=2[CH3:17])[C:5]2[N:6]([CH:8]=[CH:9][N:10]=2)[N:7]=1.C([O-])=O.[NH4+]>C(O)C.[OH-].[OH-].[Pd+2]>[CH3:17][C:16]1[CH:15]=[CH:14][N:13]=[CH:12][C:11]=1[C:4]1[C:5]2[N:6]([CH:8]=[CH:9][N:10]=2)[N:7]=[CH:2][CH:3]=1 |f:1.2,4.5.6|. Reported procedure: To a suspension of 6-chloro-8-(4-methylpyridin-3-yl)imidazo[1,2-b]pyridazine (800 mg, 3.27 mmol) in ethanol (80 mL) were added ammonium formate (825 mg, 13.08 mmol) and palladium hydroxide on carbon (459 mg, 0.327 mmol) (20% wet) under nitrogen. The suspension was heated to 70° C. in a sealed pressure bottle for 2 h and cooled to room temperature. The reaction mixture was passed through a pad of CELITE® and washed with MeOH. The filtrate was concentrated and the residue was used for the next ste... Starting materials: ClCCCC(C1=CC=C(C=C1)F)C1=CC=C(C=C1)F (1-[4-chloro-1-(4-fluorophenyl)butyl]-4-fluorobenzene), CC(C(=O)NC1=C(C=CC=C1)C1CCNCC1)C (2-methyl-N-[2-(4-piperidinyl)phenyl]propanamide). Product: FC1=CC=C(C=C1)C(CCCN1CCC(CC1)C1=C(C=CC=C1)NC(C(C)C)=O)C1=CC=C(C=C1)F (N-(2-{1-[4,4-BIS(4-FLUOROPHENYL)BUTYL]-4-PIPERIDINYL}PHENYL)-2-METHYLPROPANAMIDE). As a reaction SMILES: Cl[CH2:2][CH2:3][CH2:4][CH:5]([C:13]1[CH:18]=[CH:17][C:16]([F:19])=[CH:15][CH:14]=1)[C:6]1[CH:11]=[CH:10][C:9]([F:12])=[CH:8][CH:7]=1.[CH3:20][CH:21]([CH3:37])[C:22]([NH:24][C:25]1[CH:30]=[CH:29][CH:28]=[CH:27][C:26]=1[CH:31]1[CH2:36][CH2:35][NH:34][CH2:33][CH2:32]1)=[O:23]>>[F:12][C:9]1[CH:10]=[CH:11][C:6]([CH:5]([C:13]2[CH:18]=[CH:17][C:16]([F:19])=[CH:15][CH:14]=2)[CH2:4][CH2:3][CH2:2][N:34]2[CH2:35][CH2:36][CH:31]([C:26]3[CH:27]=[CH:28][CH:29]=[CH:30][C:25]=3[NH:24][C:22](=[O:23])[CH:21]([CH3:20])[CH3:37])[CH2:32][CH2:33]2)=[CH:7][CH:8]=1. Reported procedure: Prepared by Procedure G and Scheme AI using 1-[4-chloro-1-(4-fluorophenyl)butyl]-4-fluorobenzene and 2-methyl-N-[2-(4-piperidinyl)phenyl]propanamide: ESMS m/e: 490.9 (M+H)+. Reactants: Cc1ccc2[nH]c3c(c2c1)CN(C)CC3, CN1CCCC1=O, C=Cc1cnc(C(F)(F)F)nc1, [K+], [OH-]. Product: Cc1ccc2c(c1)c1c(n2CCc2cnc(C(F)(F)F)nc2)CCN(C)C1. As a reaction SMILES: [CH3:1][N:2]1[CH2:3][c:4]2[c:5]([nH:6][c:7]3[cH:8][cH:9][c:10]([CH3:13])[cH:11][c:12]23)[CH2:14][CH2:15]1.[CH3:30][N:31]1[CH2:32][CH2:33][CH2:34][C:35]1=[O:36].[F:16][C:17]([c:18]1[n:19][cH:20][c:21]([CH:24]=[CH2:25])[cH:22][n:23]1)([F:26])[F:27].[K+:29].[OH-:28]>>[CH3:1][N:2]1[CH2:3][c:4]2[c:5]([n:6]([CH2:25][CH2:24][c:21]3[cH:20][n:19][c:18]([C:17]([F:16])([F:26])[F:27])[n:23][cH:22]3)[c:7]3[cH:8][cH:9][c:10]([CH3:13])[cH:11][c:12]23)[CH2:14][CH2:15]1.